Dataset: the Open Reaction Database (ORD), a public repository of structured organic reaction records. Task: describe an organic reaction: reactants, conditions, products, and yield The reactants are BrC=1N=C2C(=NC1)NC=C2C(=O)NC(C)(C)C (2-bromo-N-tert-butyl-5H-pyrrolo[2,3-b]pyrazine-7-carboxamide), Cl.NC1=C(C(=O)N(C)C)C=CC=C1 (2-amino-N,N-dimethylbenzamide hydrochloride), C=1C=CC(=CC1)P(C=2C=CC=CC2)C3=CC=C4C=CC=CC4=C3C5=C6C=CC=CC6=CC=C5P(C=7C=CC=CC7)C=8C=CC=CC8 (BINAP), CC(C)([O-])C.[Na+] (sodium tert-butoxide). The reagents and catalysts are C(C)(=O)[O-].[Pd+2].C(C)(=O)[O-] (palladium (II) acetate). The solvent is O (water), CN(C)C=O (DMF), C1(=CC=CC=C1)C (toluene). Conditions: temperature 140 celsius. Yields the product C(C)(C)(C)NC(=O)C1=CNC2=NC=C(N=C21)NC2=C(C=CC=C2)C(N(C)C)=O (N-tert-butyl-2(2(dimethylcarbamoyl)phenylamino)-5H-pyrrolo[2,3-b]pyrazine-7-carboxamide). Yield: 15.7%. As a reaction SMILES: Br[C:2]1[N:3]=[C:4]2[C:10]([C:11]([NH:13][C:14]([CH3:17])([CH3:16])[CH3:15])=[O:12])=[CH:9][NH:8][C:5]2=[N:6][CH:7]=1.Cl.[NH2:19][C:20]1[CH:30]=[CH:29][CH:28]=[CH:27][C:21]=1[C:22]([N:24]([CH3:26])[CH3:25])=[O:23].C1C=CC(P(C2C(C3C(P(C4C=CC=CC=4)C4C=CC=CC=4)=CC=C4C=3C=CC=C4)=C3C(C=CC=C3)=CC=2)C2C=CC=CC=2)=CC=1.CC(C)([O-])C.[Na+]>CN(C=O)C.C1(C)C=CC=CC=1.O.C([O-])(=O)C.[Pd+2].C([O-])(=O)C>[C:14]([NH:13][C:11]([C:10]1[C:4]2[C:5](=[N:6][CH:7]=[C:2]([NH:19][C:20]3[CH:30]=[CH:29][CH:28]=[CH:27][C:21]=3[C:22](=[O:23])[N:24]([CH3:25])[CH3:26])[N:3]=2)[NH:8][CH:9]=1)=[O:12])([CH3:17])([CH3:16])[CH3:15] |f:1.2,4.5,9.10.11|. Procedure: A mixture of 2-bromo-N-tert-butyl-5H-pyrrolo[2,3-b]pyrazine-7-carboxamide (80 mg, 269 μmol), 2-amino-N,N-dimethylbenzamide hydrochloride (81.0 mg, 404 μmol), BINAP (8.38 mg, 13.5 μmol), palladium (II) acetate (15.1 mg, 67.3 μmol) and sodium tert-butoxide (77.6 mg, 808 μmol, Eq: 3) in DMF (1 mL) and toluene (500 μL) was heated in a microwave at 140° C. for 20 min. The reaction mixture was diluted with water then extracted into ethyl acetate (3×). The combined organic extracts were washed with bri... The solvent is CCOCC (ether), Cl (HCl). Isolated yield 161.1%. Yields the product Cl.ClC=1C=C(CN2N=CC(=C2)C2=CN(C3=NC=C(C=C32)C=3C=NC(=CC3)N3CCNCC3)S(=O)(=O)C3=CC=C(C)C=C3)C=CC1 (3-(1-(3-chlorobenzyl)-1H-pyrazol-4-yl)-5-(6-(piperazin-1-yl)pyridin-3-yl)-1-tosyl-1H-pyrrolo[2,3-b]pyridine hydrochloride). As a reaction SMILES: [Cl:1][C:2]1[CH:3]=[C:4]([CH:49]=[CH:50][CH:51]=1)[CH2:5][N:6]1[CH:10]=[C:9]([C:11]2[C:19]3[C:14](=[N:15][CH:16]=[C:17]([C:20]4[CH:21]=[CH:22][C:23]([N:26]5[CH2:31][CH2:30][N:29](C(OC(C)(C)C)=O)[CH2:28][CH2:27]5)=[N:24][CH:25]=4)[CH:18]=3)[N:13]([S:39]([C:42]3[CH:48]=[CH:47][C:45]([CH3:46])=[CH:44][CH:43]=3)(=[O:41])=[O:40])[CH:12]=2)[CH:8]=[N:7]1>Cl.CCOCC>[ClH:1].[Cl:1][C:2]1[CH:3]=[C:4]([CH:49]=[CH:50][CH:51]=1)[CH2:5][N:6]1[CH:10]=[C:9]([C:11]2[C:19]3[C:14](=[N:15][CH:16]=[C:17]([C:20]4[CH:25]=[N:24][C:23]([N:26]5[CH2:31][CH2:30][NH:29][CH2:28][CH2:27]5)=[CH:22][CH:21]=4)[CH:18]=3)[N:13]([S:39]([C:42]3[CH:48]=[CH:47][C:45]([CH3:46])=[CH:44][CH:43]=3)(=[O:41])=[O:40])[CH:12]=2)[CH:8]=[N:7]1 |f:3.4|. Procedure: Using similar reaction conditions as described in step-ii of example-7, tert-butyl 4-(5-(3-(1-(3-chlorobenzyl)-1H-pyrazol-4-yl)-1-tosyl-1H-pyrrolo[2,3-b]pyridin-5-yl)pyridin-2-yl)piperazine-1-carboxylate (185 mg, 0.25 mmol) was deprotected in HCl in ether (10 ml) to afford 133 mg (78.8% yield) of the titled compound. Starting materials: step-ii, ClC=1C=C(CN2N=CC(=C2)C2=CN(C3=NC=C(C=C32)C=3C=CC(=NC3)N3CCN(CC3)C(=O)OC(C)(C)C)S(=O)(=O)C3=CC=C(C)C=C3)C=CC1 (tert-butyl 4-(5-(3-(1-(3-chlorobenzyl)-1H-pyrazol-4-yl)-1-tosyl-1H-pyrrolo[2,3-b]pyridin-5-yl)pyridin-2-yl)piperazine-1-carboxylate). The reactants are COC1=CC=C(C=C1)CCC(=O)O (3-(4-Methoxyphenyl)propionic acid), S(=O)(Cl)Cl (thionyl chloride). Solvent: C1(=CC=CC=C1)C (toluene). Reaction conditions: temperature 65 celsius. Yields the product COC1=CC=C(C=C1)CCC(=O)Cl (3-(4-Methoxyphenyl)propionyl Chloride). RXN SMILES: [CH3:1][O:2][C:3]1[CH:8]=[CH:7][C:6]([CH2:9][CH2:10][C:11]([OH:13])=O)=[CH:5][CH:4]=1.S(Cl)([Cl:16])=O>C1(C)C=CC=CC=1>[CH3:1][O:2][C:3]1[CH:8]=[CH:7][C:6]([CH2:9][CH2:10][C:11]([Cl:16])=[O:13])=[CH:5][CH:4]=1. Procedure: To a suspension of 3-(4-Methoxyphenyl)propionic acid (10 g) in 150 ml of toluene are added 8 ml of thionyl chloride and the mixture is heated to 65° C. for 4 hours. The solvent is evaporated off under reduced pressure and the residue is redissolved in toluene and concentrated to dryness. Such steo is repeated twice. 11 g of the product are obtained as a yellow oil. Reactants: COC(=O)c1ccc(C(=O)O)cc1OC, CN(C)C=O, O=C(Cl)C(=O)Cl, ClCCl. Product: COC(=O)c1ccc(C(=O)Cl)cc1OC. Reaction SMILES: [CH3:1][O:2][c:3]1[cH:4][c:5]([C:6](=[O:7])[OH:8])[cH:9][cH:10][c:11]1[C:12](=[O:13])[O:14][CH3:15].[CH3:22][N:23]([CH3:24])[CH:25]=[O:26].[Cl:16][C:17]([C:18]([Cl:19])=[O:20])=[O:21].[Cl:27][CH2:28][Cl:29]>>[CH3:1][O:2][c:3]1[cH:4][c:5]([C:6](=[O:7])[Cl:16])[cH:9][cH:10][c:11]1[C:12](=[O:13])[O:14][CH3:15]. Starting materials: ClC1=NC(=CC(=C1)C#N)N1CCOCC1 (2-chloro-6-morpholino-pyridine-4-carbonitrile), FC(C1=CC=C(C=C1)B(O)O)(F)F (4-trifluoromethylphenylboronic acid), C([O-])([O-])=O.[Cs+].[Cs+] (cesium carbonate), CC(C)C1=CC(=C(C(=C1)C(C)C)C2=C(C=CC=C2)P(C3CCCCC3)C4CCCCC4)C(C)C (XPhos). Reagents/catalysts: C(C)(=O)[O-].[Pd+2].C(C)(=O)[O-] (palladium acetate). Solvent: O1CCOCC1 (dioxane). Reaction conditions: temperature 100 celsius. Product: O1CCN(CC1)C1=NC(=CC(=C1)C#N)C1=CC=C(C=C1)C(F)(F)F (2-morpholino-6-[4-(trifluoromethyl)phenyl]pyridine-4-carbonitrile). The yield is 27.7%. As a reaction SMILES: Cl[C:2]1[CH:7]=[C:6]([C:8]#[N:9])[CH:5]=[C:4]([N:10]2[CH2:15][CH2:14][O:13][CH2:12][CH2:11]2)[N:3]=1.[F:16][C:17]([F:28])([F:27])[C:18]1[CH:23]=[CH:22][C:21](B(O)O)=[CH:20][CH:19]=1.C(=O)([O-])[O-].[Cs+].[Cs+].CC(C1C=C(C(C)C)C(C2C=CC=CC=2P(C2CCCCC2)C2CCCCC2)=C(C(C)C)C=1)C>C([O-])(=O)C.[Pd+2].C([O-])(=O)C.O1CCOCC1>[O:13]1[CH2:14][CH2:15][N:10]([C:4]2[CH:5]=[C:6]([C:8]#[N:9])[CH:7]=[C:2]([C:21]3[CH:22]=[CH:23][C:18]([C:17]([F:28])([F:27])[F:16])=[CH:19][CH:20]=3)[N:3]=2)[CH2:11][CH2:12]1 |f:2.3.4,6.7.8|. Reported procedure: The nitrile 25B (3.2 g, 14.4 mmol), 4-trifluoromethylphenylboronic acid (3.01 g, 1 mol eq), palladium acetate (65 mg, 0.02 mol eq), cesium carbonate (9.38 g, 2 mol eq), and XPhos (265 mg, 0.04 mol eq) were mixed, placed under a nitrogen atmosphere and dioxane (12 mL) was added. The mixture was heated at 100° C. overnight. After cooling, the mixture was filtered through a celite pad, washed with dioxane (2×30 mL) and concentrated under reduced pressure. The residue was purified by flash chromatog...